The task is: describe an organic reaction: reactants, conditions, products, and yield. This data is from the Open Reaction Database (ORD), a public repository of structured organic reaction records. Reactants: Cl.Cl.C1C(CC2=CC=CC=C12)N1CCNCC1 (1-(2,3-dihydro-1H-inden-2-yl)piperazine dihydrochloride), FC(C1=NC(=NO1)C=1C=C(C(=O)O)C=CC1)(F)F (3-(5-(trifluoromethyl)-1,2,4-oxadiazol-3-yl)benzoic acid). Product: C1C(CC2=CC=CC=C12)N1CCN(CC1)C(=O)C1=CC(=CC=C1)C1=NOC(=N1)C(F)(F)F ((4-(2,3-Dihydro-1H-inden-2-yl)piperazin-1-yl)(3-(5-(trifluoromethyl)-1,2,4-oxadiazol-3-yl)phenyl)methanone). Yield: 39.0%. RXN SMILES: Cl.Cl.[CH2:3]1[C:11]2[C:6](=[CH:7][CH:8]=[CH:9][CH:10]=2)[CH2:5][CH:4]1[N:12]1[CH2:17][CH2:16][NH:15][CH2:14][CH2:13]1.[F:18][C:19]([F:35])([F:34])[C:20]1[O:24][N:23]=[C:22]([C:25]2[CH:26]=[C:27]([CH:31]=[CH:32][CH:33]=2)[C:28](O)=[O:29])[N:21]=1>>[CH2:5]1[C:6]2[C:11](=[CH:10][CH:9]=[CH:8][CH:7]=2)[CH2:3][CH:4]1[N:12]1[CH2:13][CH2:14][N:15]([C:28]([C:27]2[CH:31]=[CH:32][CH:33]=[C:25]([C:22]3[N:21]=[C:20]([C:19]([F:34])([F:18])[F:35])[O:24][N:23]=3)[CH:26]=2)=[O:29])[CH2:16][CH2:17]1 |f:0.1.2|. Reported procedure: This compound was synthesized from 1-(2,3-dihydro-1H-inden-2-yl)piperazine dihydrochloride and 3-(5-(trifluoromethyl)-1,2,4-oxadiazol-3-yl)benzoic acid as described for example 37 step 3 (100 mg, yield 39%). 1H NMR (400 MHz, MeOD) δ 8.27-8.24 (m, 1H), 8.18 (m, 1H), 7.72-7.71 (m, 2H), 7.20-7.16 (m, 2H), 7.14-7.11 (m, 2H), 3.87 (m, 2H), 3.55 (m, 2H), 3.26-3.20 (m, 1H), 3.17-3.12 (m, 2H), 2.93-2.87 (dd, J=15.1 Hz, 8.5 Hz, 2H), 2.73 (m, 2H), 2.60 (m, 2H). MS (ESI) m/z: Calculated for C23H21F3N4O2: 4...